Dataset: the Open Reaction Database (ORD), a public repository of structured organic reaction records. Task: describe an organic reaction: reactants, conditions, products, and yield The yield is 98.0%. Yields the product BrC1=C(C=C(C=C1)CC(C)(C)NC(C)=O)[N+](=O)[O-] (N-[2-(4-bromo-3-nitrophenyl)-1,1-dimethyl-ethyl]acetamide). As a reaction SMILES: [Br:1][C:2]1[CH:7]=[CH:6][C:5]([CH2:8][C:9]([NH:12][C:13](=[O:15])[CH3:14])([CH3:11])[CH3:10])=[CH:4][CH:3]=1.[N+:16]([O-])([OH:18])=[O:17]>S(=O)(=O)(O)O>[Br:1][C:2]1[CH:3]=[CH:4][C:5]([CH2:8][C:9]([NH:12][C:13](=[O:15])[CH3:14])([CH3:11])[CH3:10])=[CH:6][C:7]=1[N+:16]([O-:18])=[O:17]. Run in S(O)(O)(=O)=O (sulfuric acid), S(O)(O)(=O)=O (sulfuric acid). Reactants: ice water, [N+](=O)(O)[O-] (nitric acid), ice, BrC1=CC=C(C=C1)CC(C)(C)NC(C)=O (N-[2-(4-bromophenyl)-1,1-dimethylethyl]-acetamide). Reported procedure: An ice-cooled solution of 3.3 g (12 mmol) of N-[2-(4-bromophenyl)-1,1-dimethylethyl]-acetamide in 3 ml of concentrated sulfuric acid was treated dropwise with a mixture of 3 ml of concentrated sulfuric acid and 6 ml of 90% nitric acid. After 1 hour the mixture was cautiously added to 200 ml of ice/water and the precipitated product extracted with 150 ml of dichloromethane. The organic solution was dried over magnesium sulfate, filtered and evaporated to give 3.7 g (98%) of N-[2-(4-bromo-3-nitrop... Reactants: C(C1=CC=CC=C1)(=O)Cl (benzoyl chloride), CNCCO (2-(methylamino)ethanol), C(C)(=O)OCC (ethyl acetate), C(=O)(OC(C)(C)C)OC(=O)OC(C)(C)C (di-tert-butyl dicarbonate), C(C)(=O)OCC (ethyl acetate). Solvent: N1=CC=CC=C1 (pyridine). Run at time 1 hour. Product: Cl.C(C1=CC=CC=C1)(=O)OCCNC (2-(Methylamino)ethyl Benzoate Hydrochloride). Isolated yield 66.5%. RXN SMILES: [CH3:1][NH:2][CH2:3][CH2:4][OH:5].C(OCC)(=O)C.C(OC(OC(C)(C)C)=O)(OC(C)(C)C)=O.[C:27]([Cl:35])(=[O:34])[C:28]1[CH:33]=[CH:32][CH:31]=[CH:30][CH:29]=1>N1C=CC=CC=1>[ClH:35].[C:27]([O:5][CH2:4][CH2:3][NH:2][CH3:1])(=[O:34])[C:28]1[CH:33]=[CH:32][CH:31]=[CH:30][CH:29]=1 |f:5.6|. Reported procedure: To a mixture of 2-(methylamino)ethanol (30.04 g) and ethyl acetate (90 mL) was dropwise added a mixture of di-tert-butyl dicarbonate (87.30 g) and ethyl acetate (10 mL) under ice-cooling. After stirring at room temperature for 1 hr., benzoyl chloride (61.8 g) and pyridine (38.8 mL) were added under ice-cooling. After stirring at room temperature for 1 hr., a solid was filtered off. The solid was washed with ethyl acetate (100 mL) and the filtrate and the washing were combined, which was washed w... The reactants are C([O-])([O-])=O.[K+].[K+] (potassium carbonate), CN(C)C=O (DMF), C(C)(C)(C)OC(=O)NCC1CSC2=C(N1C(CCl)=O)C=CC=C2 (3-(t-butoxycarbonyl)aminomethyl-4-chloroacetyl-3,4-dihydro-2H-1,4-benzthiazine). The solvent is O (water), O (water). Reaction conditions: time 8 hour. Product: C(C)(C)(C)OC(=O)N1CC2CSC3=C(N2CC1)C=CC=C3 (3-t-Butoxycarbonyl-1,2,3,4,4a,5-hexahydropyrazino[2,1-c]-1,4-benzthiazine). Yield: 50.6%. RXN SMILES: C(=O)([O-])[O-].[K+].[K+].CN(C=O)C.[C:12]([O:16][C:17]([NH:19][CH2:20][CH:21]1[N:26]([C:27](=O)[CH2:28]Cl)[C:25]2[CH:31]=[CH:32][CH:33]=[CH:34][C:24]=2[S:23][CH2:22]1)=[O:18])([CH3:15])([CH3:14])[CH3:13]>O>[C:12]([O:16][C:17]([N:19]1[CH2:28][CH2:27][N:26]2[CH:21]([CH2:22][S:23][C:24]3[CH:34]=[CH:33][CH:32]=[CH:31][C:25]=32)[CH2:20]1)=[O:18])([CH3:15])([CH3:14])[CH3:13] |f:0.1.2|. Procedure details: A 13.47 g (97.43 mmol) portion of potassium carbonate was added to DMF solution (360 ml) containing 11.59 g (32.48 mmol) of 3-(t-butoxycarbonyl)aminomethyl-4-chloroacetyl-3,4-dihydro-2H-1,4-benzthiazine and stirred at room temperature overnight and then at 60° C. for 3 hours. This was returned to room temperature, mixed with cool water and extracted with ethyl acetate. The extract was dried (Na2SO4) and then concentrated under a reduced pressure. The thus dried residue under a reduced pressure w... Starting materials: FC1(CCC(CC1)CO)F ((4,4-difluorocyclohexyl)methanol), C1(=CC=C(C=C1)S(=O)(=O)Cl)C (p-toluenesulfonyl chloride). Solvent: N1=CC=CC=C1 (pyridine). Conditions: time 8 hour. Yields the product C1(=CC=C(C=C1)S(=O)(=O)OCC1CCC(CC1)(F)F)C (4,4-difluorocyclohexylmethyl p-toluenesulfonate). Reaction SMILES: [F:1][C:2]1([F:10])[CH2:7][CH2:6][CH:5]([CH2:8][OH:9])[CH2:4][CH2:3]1.[C:11]1([CH3:21])[CH:16]=[CH:15][C:14]([S:17](Cl)(=[O:19])=[O:18])=[CH:13][CH:12]=1>N1C=CC=CC=1>[C:11]1([CH3:21])[CH:16]=[CH:15][C:14]([S:17]([O:9][CH2:8][CH:5]2[CH2:6][CH2:7][C:2]([F:10])([F:1])[CH2:3][CH2:4]2)(=[O:19])=[O:18])=[CH:13][CH:12]=1. Reported procedure: The above (4,4-difluorocyclohexyl)methanol was dissolved in 5 ml of pyridine. Thereto 2.2 g of p-toluenesulfonyl chloride was added at 0° C. and the mixture was stirred at room temperature overnight. Thereafter, the reaction mixture was concentrated under reduced pressure. The residue was dissolved in ethyl acetate, washed successively with water, dilute hydrochloric acid and aqueous saturated sodium chloride, dried over anhydrous magnesium sulfate, and then concentrated under reduced pressure. ... Reactants: ClC(Cl)(Cl)Cl, CC(=O)O, ClC(Cl)=COc1cccc(CBr)c1, Cl, O. The product is O=Cc1cccc(OC=C(Cl)Cl)c1. Reaction SMILES: [C:20]([Cl:21])([Cl:22])([Cl:23])[Cl:24].[CH3:14][C:15]([OH:16])=[O:17].[Cl:1][C:2](=[CH:3][O:4][c:5]1[cH:6][c:7]([CH2:8][Br:9])[cH:10][cH:11][cH:12]1)[Cl:13].[ClH:19].[OH2:18]>>[Cl:1][C:2](=[CH:3][O:4][c:5]1[cH:6][c:7]([CH:8]=[O:16])[cH:10][cH:11][cH:12]1)[Cl:13]. The reactants are trichloromethanesulfonate ester, FC(CO)(F)F (2,2,2-trifluoroethanol), CC1=NNC(=C1)C(=O)OCC (ethyl 3-methylpyrazole-5-carboxylate), CCOCC (ether), [OH-].[NH4+] (ammonium hydroxide), ice, ester. The solvent is C(C)O (ethanol). Reaction conditions: temperature 70 celsius. Product: FC(CN1N=C(C=C1C(=O)O)C)(F)F (1-(2,2,2-trifluoroethyl)-3-methylpyrazole-5carboxylic acid). Yield: 72.0%. As a reaction SMILES: [F:1][C:2]([F:6])([F:5])[CH2:3]O.[CH3:7][C:8]1[CH:12]=[C:11]([C:13]([O:15]CC)=[O:14])[NH:10][N:9]=1.CCOCC.[OH-].[NH4+]>C(O)C>[F:1][C:2]([F:6])([F:5])[CH2:3][N:10]1[C:11]([C:13]([OH:15])=[O:14])=[CH:12][C:8]([CH3:7])=[N:9]1 |f:3.4|. Procedure: A mixture of 100 g (0.35 mol) of the trichloromethanesulfonate ester of 2,2,2-trifluoroethanol [J. Med. Chem. 16 1354 (1973)] and 55 g (0.35 mol) of ethyl 3-methylpyrazole-5-carboxylate is heated at 150°-155° C. for two hours. The cooled (70° C.) melt is poured with stirring into 400 ml of ether, 80 ml of conc. ammonium hydroxide, and 150 g ice. The ether layer is separated and distilled to give 48 g bp 100°-110°/11 mm. The ester is stirred under reflux two hours in 175 ml of ethanol and 40 ml o...